From a dataset of the Open Reaction Database (ORD), a public repository of structured organic reaction records. describe an organic reaction: reactants, conditions, products, and yield Reactants: COC(=O)c1cnc(Br)s1, FC(F)(F)c1ccccc1OC1CCNCC1, C1COCCO1, O. Yields the product COC(=O)c1cnc(N2CCC(Oc3ccccc3C(F)(F)F)CC2)s1. As a reaction SMILES: [Br:1][c:2]1[s:3][c:4]([C:7](=[O:8])[O:9][CH3:10])[cH:5][n:6]1.[F:11][C:12]([c:13]1[c:14]([O:15][CH:16]2[CH2:17][CH2:18][NH:19][CH2:20][CH2:21]2)[cH:22][cH:23][cH:24][cH:25]1)([F:26])[F:27].[O:28]1[CH2:29][CH2:30][O:31][CH2:32][CH2:33]1.[OH2:34]>>[c:2]1([N:19]2[CH2:18][CH2:17][CH:16]([O:15][c:14]3[c:13]([C:12]([F:11])([F:26])[F:27])[cH:25][cH:24][cH:23][cH:22]3)[CH2:21][CH2:20]2)[s:3][c:4]([C:7](=[O:8])[O:9][CH3:10])[cH:5][n:6]1. The reactants are [Br-], [Li]CCCC, CCOC(C)=O, C[P+](c1ccccc1)(c1ccccc1)c1ccccc1, O=Cc1coc(C=Cc2ccccc2)n1, C1CCOC1, O. The product is C=Cc1coc(C=Cc2ccccc2)n1. As a reaction SMILES: [Br-:28].[CH2:1]([Li:2])[CH2:3][CH2:4][CH3:5].[CH3:22][CH2:23][O:24][C:25](=[O:26])[CH3:27].[CH3:29][P+:30]([c:31]1[cH:32][cH:33][cH:34][cH:35][cH:36]1)([c:37]1[cH:38][cH:39][cH:40][cH:41][cH:42]1)[c:43]1[cH:44][cH:45][cH:46][cH:47][cH:48]1.[CH:6](=[O:7])[c:8]1[n:9][c:10]([CH:13]=[CH:14][c:15]2[cH:16][cH:17][cH:18][cH:19][cH:20]2)[o:11][cH:12]1.[O:49]1[CH2:50][CH2:51][CH2:52][CH2:53]1.[OH2:21]>>[CH2:1]=[CH:6][c:8]1[n:9][c:10]([CH:13]=[CH:14][c:15]2[cH:16][cH:17][cH:18][cH:19][cH:20]2)[o:11][cH:12]1. Reactants: [NH4+].[Cl-] (NH4Cl), CCOC(=O)C (EtOAc), FC=1C(=NC(=C(C1)[N+](=O)[O-])N[C@@H](C)C1=CC=C(C=C1)F)NC1=NNC(=C1)C ((S)-3-fluoro-N6-(1′-(4-fluorophenyl)ethyl)-N2-(5-methyl-1H-pyrazol-3-yl)-5-nitropyridine-2,6-diamine), NH4OAc. The product is FC=1C=C(C(=NC1NC1=NNC(=C1)C)N[C@@H](C)C1=CC=C(C=C1)F)N ((S)-5-fluoro-N2-(1′-(4-fluorophenyl)ethyl)-N6-(5-methyl-1H-pyrazol-3-yl)pyridine-2,3,6-triamine). Procedure: To a solution of (S)-3-fluoro-N6-(1′-(4-fluorophenyl)ethyl)-N2-(5-methyl-1H-pyrazol-3-yl)-5-nitropyridine-2,6-diamine (Method 47, 0.6 g, 1.6 mmol) in a mixture of MeOH-THF (1:1, 40 ml) under nitrogen was added zinc dust (0.52 g, 8.0 mmol). A saturated aqueous solution of NH4Cl (4.0 ml) was then added slowly from an addition funnel over 20 minutes. Upon completion of the addition, the reaction was allowed to stir for an additional 30 minutes, at which point a saturated aqueous solution of NH4OAc ... Run in CO.C1CCOC1 (MeOH THF). Isolated yield 90.7%. The reagents and catalysts are [Zn] (zinc). Run at time 30 minute. As a reaction SMILES: [F:1][C:2]1[C:3]([NH:21][C:22]2[CH:26]=[C:25]([CH3:27])[NH:24][N:23]=2)=[N:4][C:5]([NH:11][C@H:12]([C:14]2[CH:19]=[CH:18][C:17]([F:20])=[CH:16][CH:15]=2)[CH3:13])=[C:6]([N+:8]([O-])=O)[CH:7]=1.[NH4+].[Cl-].CCOC(C)=O>CO.C1COCC1.[Zn]>[F:1][C:2]1[CH:7]=[C:6]([NH2:8])[C:5]([NH:11][C@H:12]([C:14]2[CH:19]=[CH:18][C:17]([F:20])=[CH:16][CH:15]=2)[CH3:13])=[N:4][C:3]=1[NH:21][C:22]1[CH:26]=[C:25]([CH3:27])[NH:24][N:23]=1 |f:1.2,4.5|.